Dataset: the Open Reaction Database (ORD), a public repository of structured organic reaction records. Task: describe an organic reaction: reactants, conditions, products, and yield Reactants: S(=O)(=O)([O-])[O-].[Na+].[Na+] (sodium sulfate), Cl (HCl), O1CCOCC1 (1,4-dioxane), CC1(OC[C@@H](O1)CONC(=O)C=1N=CC=2N(C1NC1=C(C=C(C=C1)I)F)C=NC2)C ((R)—N-((2,2-dimethyl-1,3-dioxolan-4-yl)methoxy)-5-(2-fluoro-4-iodophenylamino)imidazo[1,5-a]pyrazine-6-carboxamide). Run in CO (methanol). Conditions: time 10 minute. The product is O[C@@H](CONC(=O)C=1N=CC=2N(C1NC1=C(C=C(C=C1)I)F)C=NC2)CO ((R)—N-(2,3-Dihydroxypropoxy)-5-(2-fluoro-4-iodophenylamino)imidazo[1,5-a]pyrazine-6-carboxamide). Isolated yield 68.2%. As a reaction SMILES: CC1(C)[O:6][C@@H:5]([CH2:7][O:8][NH:9][C:10]([C:12]2[N:13]=[CH:14][C:15]3[N:16]([CH:27]=[N:28][CH:29]=3)[C:17]=2[NH:18][C:19]2[CH:24]=[CH:23][C:22]([I:25])=[CH:21][C:20]=2[F:26])=[O:11])[CH2:4][O:3]1.Cl.O1CCOCC1.S([O-])([O-])(=O)=O.[Na+].[Na+]>CO>[OH:6][C@H:5]([CH2:4][OH:3])[CH2:7][O:8][NH:9][C:10]([C:12]1[N:13]=[CH:14][C:15]2[N:16]([CH:27]=[N:28][CH:29]=2)[C:17]=1[NH:18][C:19]1[CH:24]=[CH:23][C:22]([I:25])=[CH:21][C:20]=1[F:26])=[O:11] |f:3.4.5|. Procedure details: To a heterogeneous mixture of (R)—N-((2,2-dimethyl-1,3-dioxolan-4-yl)methoxy)-5-(2-fluoro-4-iodophenylamino)imidazo[1,5-a]pyrazine-6-carboxamide (69.5 mg, 0.13 mmol) in anhydrous methanol (1.6 mL) was added 4M HCl in 1,4-dioxane (0.13 mL, 0.5 mmol, 4.0 eq). The reaction mixture was stirred at room temperature for 10 minutes. Solid sodium sulfate (200 mg) was then added. The reaction mixture was absorbed onto silica and then subjected to flash chromatography (Si-PPC, gradient 0% to 40% methanol i...